describe an organic reaction: reactants, conditions, products, and yield From a dataset of the Open Reaction Database (ORD), a public repository of structured organic reaction records. The reactants are COC(CCCN1CCN(CC1)C1=CC=C(C=C1)N)=O (4-[4-(4-Amino-phenyl)-piperazin-1-yl]-butyric acid methyl ester), IC1=CC=CC=C1 (iodobenzene), P(C(C)(C)C)(C(C)(C)C)C(C)(C)C (PtBu3), O([Na])C(C)(C)C (NaO-t-Bu). The reagents and catalysts are C=1C=CC(=CC1)/C=C/C(=O)/C=C/C2=CC=CC=C2.C=1C=CC(=CC1)/C=C/C(=O)/C=C/C2=CC=CC=C2.C=1C=CC(=CC1)/C=C/C(=O)/C=C/C2=CC=CC=C2.[Pd].[Pd] (Pd2(dba)3). Yields the product COC(CCCN1CCN(CC1)C1=CC=C(C=C1)NC1=CC=CC=C1)=O (4-[4-(4-phenylamino-phenyl)-piperazin-1-yl]-butyric acid methyl ester). The yield is 34.0%. As a reaction SMILES: [CH3:1][O:2][C:3](=[O:20])[CH2:4][CH2:5][CH2:6][N:7]1[CH2:12][CH2:11][N:10]([C:13]2[CH:18]=[CH:17][C:16]([NH2:19])=[CH:15][CH:14]=2)[CH2:9][CH2:8]1.I[C:22]1[CH:27]=[CH:26][CH:25]=[CH:24][CH:23]=1.P(C(C)(C)C)(C(C)(C)C)C(C)(C)C.O(C(C)(C)C)[Na]>C1C=CC(/C=C/C(/C=C/C2C=CC=CC=2)=O)=CC=1.C1C=CC(/C=C/C(/C=C/C2C=CC=CC=2)=O)=CC=1.C1C=CC(/C=C/C(/C=C/C2C=CC=CC=2)=O)=CC=1.[Pd].[Pd]>[CH3:1][O:2][C:3](=[O:20])[CH2:4][CH2:5][CH2:6][N:7]1[CH2:12][CH2:11][N:10]([C:13]2[CH:14]=[CH:15][C:16]([NH:19][C:22]3[CH:27]=[CH:26][CH:25]=[CH:24][CH:23]=3)=[CH:17][CH:18]=2)[CH2:9][CH2:8]1 |f:4.5.6.7.8|. Reported procedure: The title compound (120 mg, 34%) was prepared from the compound from step 2 (277 mg, 1 mmol) and iodobenzene (204 mg, 1 mmol) in the presence of Pd2(dba)3 (27 mg, 0.03 mmol), PtBu3 (60 mg. 0.3 mmol) and NaO-t-Bu (96 mg, 1 mmol) by the procedure described in step 3 of Example 1 MS (ESI) m/z 354 (M+H); 1H NMR (400 MHz, CDCl3) δ 1.87 (m, 2H), 2.36-2.43 (m, 4H), 2.61 (b, 4H), 3.14 (b, 4H), 3.68 (s, 3H), 6.80-6.93 (m, 5H), 7.04 (d, J=8.8 Hz, 2H), 7.20 (t, J=8.0 Hz, 2H). Yield: 95.3%. As a reaction SMILES: [CH3:1][C:2]([CH2:7][CH2:8][CH:9]=[C:10]([CH3:22])[CH2:11][CH2:12][CH:13]=[C:14]([CH3:21])[CH2:15][CH2:16][CH:17]=[C:18]([CH3:20])[CH3:19])=[CH:3][C:4]([OH:6])=O.[OH:23][CH:24]1[CH2:29][CH2:28][CH2:27][NH:26][CH2:25]1>>[CH3:1][C:2]([CH2:7][CH2:8][CH:9]=[C:10]([CH3:22])[CH2:11][CH2:12][CH:13]=[C:14]([CH3:21])[CH2:15][CH2:16][CH:17]=[C:18]([CH3:20])[CH3:19])=[CH:3][C:4]([N:26]1[CH2:27][CH2:28][CH2:29][CH:24]([OH:23])[CH2:25]1)=[O:6]. Procedure: The procedure of Example 1 was repeated except that 6.1 g of 3,7,11,15-tetramethyl-2,6,10,14-hexadecatetraenoic acid and 3.0 g of 3-hydroxypiperidine were used as starting materials. 7.4 g (yield 96%) of the title compound was obtained as a colorless oil. Reactants: CC(=CC(=O)O)CCC=C(CCC=C(CCC=C(C)C)C)C (3,7,11,15-tetramethyl-2,6,10,14-hexadecatetraenoic acid), OC1CNCCC1 (3-hydroxypiperidine). Product: CC(=CC(=O)N1CC(CCC1)O)CCC=C(CCC=C(CCC=C(C)C)C)C (N-(3,7,11,15-Tetramethyl-2,6,10,14-hexadecatetraenoyl)-3-hydroxypiperidine).